describe an organic reaction: reactants, conditions, products, and yield From a dataset of the Open Reaction Database (ORD), a public repository of structured organic reaction records. Starting materials: C1(CCC2=CC=CC=C12)=O (1-Indanone), Cl.C1(=CC=C(C=C1)NN)C (p-tolylhydrazine hydrochloride), Cl (HCl). Run in CCO (EtOH). Product: C1=C2C=C3C(=NC=4C=CC=CC34)C2=CC=C1 (Indeno[1,2-b]indole). Reaction SMILES: [C:1]1(=O)[C:9]2[C:4](=[CH:5][CH:6]=[CH:7][CH:8]=2)[CH2:3][CH2:2]1.Cl.[C:12]1(C)[CH:17]=[CH:16][C:15]([NH:18]N)=[CH:14][CH:13]=1.Cl>CCO>[CH:5]1[CH:6]=[CH:7][CH:8]=[C:9]2[C:4]=1[CH:3]=[C:2]1[C:16]3[CH:17]=[CH:12][CH:13]=[CH:14][C:15]=3[N:18]=[C:1]12 |f:1.2|. Procedure: 1-Indanone (30.6 g, 232 mmol), p-tolylhydrazine hydrochloride (37.0 g, 233 mmol) in EtOH (350 mL), and aqueous HCl (12 N, 18 mL) are mixed and the mixture is heated to reflux for 90 min. The mixture is cooled and filtered, and the solid is washed with EtOH (600 mL) and then by 20% aqueous EtOH (400 mL), and finally by hexane (200 mL). The off-white solid is dried under vacuum (36.5 g, 72%).